This data is from the Open Reaction Database (ORD), a public repository of structured organic reaction records. The task is: describe an organic reaction: reactants, conditions, products, and yield Starting materials: C(C1=CC=CC=C1)(=O)C1=C(C=C(CBr)C=C1Cl)Cl (4-benzoyl-3,5-dichlorobenzyl bromide), [N-]=[N+]=[N-].[Na+] (sodium azide). The solvent is C(C)O (ethanol). Yields the product C(C1=CC=CC=C1)(=O)C1=C(C=C(CN=[N+]=[N-])C=C1Cl)Cl (4-benzoyl-3,5-dichorobenzyl azide). Yield: 212.3%. As a reaction SMILES: [C:1]([C:9]1[C:16]([Cl:17])=[CH:15][C:12]([CH2:13]Br)=[CH:11][C:10]=1[Cl:18])(=[O:8])[C:2]1[CH:7]=[CH:6][CH:5]=[CH:4][CH:3]=1.[N-:19]=[N+:20]=[N-:21].[Na+]>C(O)C>[C:1]([C:9]1[C:16]([Cl:17])=[CH:15][C:12]([CH2:13][N:19]=[N+:20]=[N-:21])=[CH:11][C:10]=1[Cl:18])(=[O:8])[C:2]1[CH:7]=[CH:6][CH:5]=[CH:4][CH:3]=1 |f:1.2|. Procedure details: A mixture of 4-benzoyl-3,5-dichlorobenzyl bromide (2.37 g, 6.89 mmol) and sodium azide (1.32 g, 20:3 mmol) in absolute ethanol (31 ml) was refluxed 5 hours, cooled, and evaporated. The residue was dissolved in diethyl ether and filtered. The filtrate was evaporated to provide 1.95 g (92%) 4-benzoyl-3,5-dichorobenzyl azide, IR (neat): 2090, 1670 cm-1. The reactants are Cc1cc(Br)ccc1CBr, [H-], [Na+], CN(C)C=O, c1c[nH]cn1. Yields the product Cc1cc(Br)ccc1Cn1ccnc1. Reaction SMILES: [Br:8][c:9]1[cH:10][c:11]([CH3:17])[c:12]([CH2:15][Br:16])[cH:13][cH:14]1.[H-:7].[Na+:6].[O:18]=[CH:19][N:20]([CH3:21])[CH3:22].[nH:1]1[cH:2][n:3][cH:4][cH:5]1>>[n:1]1([CH2:15][c:12]2[c:11]([CH3:17])[cH:10][c:9]([Br:8])[cH:14][cH:13]2)[cH:2][n:3][cH:4][cH:5]1. The reactants are C=CCn1c(C)c(C)c2ccnc(C=Nc3ccc(F)cc3)c21, [Mg+]Cc1ccccc1, [Cl-]. Yields the product C=CCn1c(C)c(C)c2ccnc(C(Cc3ccccc3)Nc3ccc(F)cc3)c21, Cl. RXN SMILES: [CH2:1]([CH:2]=[CH2:3])[n:4]1[c:5]([CH3:23])[c:6]([CH3:22])[c:7]2[c:8]1[c:9]([CH:13]=[N:14][c:15]1[cH:16][cH:17][c:18]([F:21])[cH:19][cH:20]1)[n:10][cH:11][cH:12]2.[CH2:25]([c:26]1[cH:27][cH:28][cH:29][cH:30][cH:31]1)[Mg+:32].[Cl-:24]>>[CH2:1]([CH:2]=[CH2:3])[n:4]1[c:5]([CH3:23])[c:6]([CH3:22])[c:7]2[c:8]1[c:9]([CH:13]([NH:14][c:15]1[cH:16][cH:17][c:18]([F:21])[cH:19][cH:20]1)[CH2:25][c:26]1[cH:27][cH:28][cH:29][cH:30][cH:31]1)[n:10][cH:11][cH:12]2.[ClH:24]. Starting materials: ice, [OH-].[NH4+] (ammonium hydroxide), [Mg] (Magnesium), N1C(=CC2=CC=CC=C12)C(=O)OCC (ethyl indole-2-carboxylate), [Mg] (magnesium). Solvent: CO (methanol). The product is N1C(CC2=CC=CC=C12)C(=O)OC ((±) Methyl indoline-2-carboxylate). RXN SMILES: [Mg].[NH:2]1[C:10]2[C:5](=[CH:6][CH:7]=[CH:8][CH:9]=2)[CH:4]=[C:3]1[C:11]([O:13][CH2:14]C)=[O:12].[OH-].[NH4+]>CO>[NH:2]1[C:10]2[C:5](=[CH:6][CH:7]=[CH:8][CH:9]=2)[CH2:4][CH:3]1[C:11]([O:13][CH3:14])=[O:12] |f:2.3|. Reported procedure: Magnesium turnings (3.60 g) are added to a mixture of ethyl indole-2-carboxylate (I, Aldrich Chemical, 13.963 g) in methanol (200 ml). After evolution of gas has started, the mixture is placed in an ice bath and the temperature kept below 45°. After 4.5 hours all of the magnesium is used up and the temperature is 7°. At this time the mixture is added to ice cold hydrochloric acid (3N, 120 ml). The acidic mixture is then made alkaline (pH 10) with ammonium hydroxide (3N). The mixture is then extr... Starting materials: C(C)NC([C@@H](NC(=O)OCCCC)CSC)=O (S-methyl-N-butyloxycarbonyl-L-cysteine ethylamide), ice, solution, Cl (hydrogen chloride). Run in C(C)(=O)OCC (ethyl acetate), C(C)(=O)OCC (ethyl acetate). Conditions: time 2 hour. Yields the product Cl.C(C)NC([C@@H](N)CSC)=O (S-methyl-L-cysteine ethylamide hydrochloride). Yield: 94.0%. RXN SMILES: [ClH:1].[CH2:2]([NH:4][C:5](=[O:18])[C@H:6]([CH2:15][S:16][CH3:17])[NH:7]C(OCCCC)=O)[CH3:3]>C(OCC)(=O)C>[ClH:1].[CH2:2]([NH:4][C:5](=[O:18])[C@H:6]([CH2:15][S:16][CH3:17])[NH2:7])[CH3:3] |f:3.4|. Procedure: To 60 ml of ice-cooled 16% solution of hydrogen chloride in ethyl acetate was added dropwise a solution of 3.93 g (15 mmole) of S-methyl-N-butyloxycarbonyl-L-cysteine ethylamide in 60 ml of ethyl acetate over 20 minutes. After stirring for 2 hours, the reaction mixture was concentrated in vacuo and the residual oil was treated with ethyl ether to give 2.8 g (94% yield) of S-methyl-L-cysteine ethylamide hydrochloride as powder. Reactants: CN1CCNCC1, CCOC(C)=O, CCO, O=C1Nc2cccnc2N(C(=O)CCCCCl)c2ccccc21, [Na+], [Na+], O=C([O-])[O-]. Product: CN1CCN(CCCCC(=O)N2c3ccccc3C(=O)Nc3cccnc32)CC1. Reaction SMILES: [CH3:30][N:31]1[CH2:32][CH2:33][NH:34][CH2:35][CH2:36]1.[CH3:37][CH2:38][O:39][C:40](=[O:41])[CH3:42].[CH3:43][CH2:44][OH:45].[Cl:1][CH2:2][CH2:3][CH2:4][CH2:5][C:6](=[O:7])[N:8]1[c:9]2[c:10]([cH:20][cH:21][cH:22][n:23]2)[NH:11][C:12](=[O:19])[c:13]2[c:14]1[cH:15][cH:16][cH:17][cH:18]2.[Na+:24].[Na+:25].[O-:26][C:27](=[O:28])[O-:29]>>[CH2:2]([CH2:3][CH2:4][CH2:5][C:6](=[O:7])[N:8]1[c:9]2[c:10]([cH:20][cH:21][cH:22][n:23]2)[NH:11][C:12](=[O:19])[c:13]2[c:14]1[cH:15][cH:16][cH:17][cH:18]2)[N:34]1[CH2:33][CH2:32][N:31]([CH3:30])[CH2:36][CH2:35]1.